Dataset: the Open Reaction Database (ORD), a public repository of structured organic reaction records. Task: describe an organic reaction: reactants, conditions, products, and yield Starting materials: FC(S(=O)(=O)OC1=CC(=C(C=C1)C=1N=NC(=CC1)CC1CC(NC(C1)(C)C)(C)C)OC)(F)F (3-methoxy-4-(6-((2,2,6,6-tetramethylpiperidin-4-yl)methyl)pyridazin-3-yl)phenyl trifluoromethanesulfonate), N1N=CC(=C1)B(O)O (1H-pyrazol-4-ylboronic acid), P(=O)([O-])([O-])[O-].[K+].[K+].[K+] (potassium phosphate), COC=1C=CC=C(C1C=2C=CC=CC2P(C3CCCCC3)C4CCCCC4)OC (SPhos). Reagents/catalysts: C=1C=CC(=CC1)/C=C/C(=O)/C=C/C2=CC=CC=C2.C=1C=CC(=CC1)/C=C/C(=O)/C=C/C2=CC=CC=C2.C=1C=CC(=CC1)/C=C/C(=O)/C=C/C2=CC=CC=C2.[Pd].[Pd] (Pd2(dba)3). The solvent is O (H2O), O1CCOCC1 (1,4-dioxane). Reaction conditions: temperature 100 celsius. The product is COC1=C(C=CC(=C1)C=1C=NNC1)C=1N=NC(=CC1)CC1CC(NC(C1)(C)C)(C)C (3-(2-methoxy-4-(1H-pyrazol-4-yl)phenyl)-6-((2,2,6,6-tetramethylpiperidin-4-yl)methyl)pyridazine). Isolated yield 99.4%. RXN SMILES: FC(F)(F)S(O[C:7]1[CH:12]=[CH:11][C:10]([C:13]2[N:14]=[N:15][C:16]([CH2:19][CH:20]3[CH2:25][C:24]([CH3:27])([CH3:26])[NH:23][C:22]([CH3:29])([CH3:28])[CH2:21]3)=[CH:17][CH:18]=2)=[C:9]([O:30][CH3:31])[CH:8]=1)(=O)=O.[NH:34]1[CH:38]=[C:37](B(O)O)[CH:36]=[N:35]1.P([O-])([O-])([O-])=O.[K+].[K+].[K+].COC1C=CC=C(OC)C=1C1C=CC=CC=1P(C1CCCCC1)C1CCCCC1>C1C=CC(/C=C/C(/C=C/C2C=CC=CC=2)=O)=CC=1.C1C=CC(/C=C/C(/C=C/C2C=CC=CC=2)=O)=CC=1.C1C=CC(/C=C/C(/C=C/C2C=CC=CC=2)=O)=CC=1.[Pd].[Pd].O.O1CCOCC1>[CH3:31][O:30][C:9]1[CH:8]=[C:7]([C:37]2[CH:38]=[N:34][NH:35][CH:36]=2)[CH:12]=[CH:11][C:10]=1[C:13]1[N:14]=[N:15][C:16]([CH2:19][CH:20]2[CH2:25][C:24]([CH3:26])([CH3:27])[NH:23][C:22]([CH3:29])([CH3:28])[CH2:21]2)=[CH:17][CH:18]=1 |f:2.3.4.5,7.8.9.10.11|. Procedure details: To a microwave vial was added 3-methoxy-4-(6-((2,2,6,6-tetramethylpiperidin-4-yl)methyl)pyridazin-3-yl)phenyl trifluoromethanesulfonate (160 mg, 0.33 mmol), 1H-pyrazol-4-ylboronic acid, (73.4 mg, 0.66 mmol), potassium phosphate (209 mg, 0.99 mmol), Pd2(dba)3 (30.1 mg, 0.03 mmol), and SPhos (26.9 mg, 0.06 mmol), followed by addition of 1,4-dioxane (2.6 mL)/H2O (0.7 mL). The vial was purged with N2 for 5 minutes and the reaction mixture was heated at 100° C. in the microwave for 1 h. The reaction ...